This data is from the Open Reaction Database (ORD), a public repository of structured organic reaction records. The task is: describe an organic reaction: reactants, conditions, products, and yield The reactants are COC=1C=CC(=CC1)C=O (anisaldehyde), CCCC[N+](CCCC)(CCCC)CCCC.[F-] (TBAF), C(CN)N (ethylenediamine), FC=1C2=C(N(C1C(=O)OC)COCC[Si](C)(C)C)C=CS2 (Methyl 6-fluoro-4-((2-(trimethylsilyl)ethoxy)methyl)-4H-thieno[3,2-b]pyrrole-5-carboxylate). Run in CCOC(=O)C (EtOAc), CCCCCCC (heptane), CCOC(=O)C (EtOAc), CN(C)C=O (DMF), CCCCCCC (heptane). Run at temperature 80 celsius. The product is FC=1C2=C(NC1C(=O)OC)C=CS2 (methyl 6-fluoro-4H-thieno[3,2-b]pyrrole-5-carboxylate). Yield: 93.2%. As a reaction SMILES: [F:1][C:2]1[C:3]2[S:21][CH:20]=[CH:19][C:4]=2[N:5](COCC[Si](C)(C)C)[C:6]=1[C:7]([O:9][CH3:10])=[O:8].CCCC[N+](CCCC)(CCCC)CCCC.[F-].C(N)CN.COC1C=CC(C=O)=CC=1>CN(C=O)C.CCCCCCC.CCOC(C)=O>[F:1][C:2]1[C:3]2[S:21][CH:20]=[CH:19][C:4]=2[NH:5][C:6]=1[C:7]([O:9][CH3:10])=[O:8] |f:1.2|. Reported procedure: Methyl 6-fluoro-4-((2-(trimethylsilyl)ethoxy)methyl)-4H-thieno[3,2-b]pyrrole-5-carboxylate (16 mg, 0.0485 mmol) was dissolved in 3 mL anhydrous DMF. TBAF (1.0 M in THF, 0.485 mL, 10 equiv) and ethylenediamine (0.10 mL, 87.45 mg, 1.455 mmol, 30 equiv) were added, and the reaction was heated to 80° C. for 1 h and then allowed to cool to rt overnight. TLC (1/1 EtOAc in heptane, visualized with anisaldehyde and heat) indicated complete reaction. The product was partitioned with LiCl saturated soluti... The product is BrC1=C(C=2C(=NC(=CC2)C(=O)OCC)N1CC(=O)OCC)C1CCCCC1 (ethyl 2-bromo-3-cyclohexyl-1-ethoxycarbonylmethyl-1H-pyrrolo[2,3-b]pyridine-6-carboxylate). Isolated yield 78.0%. Procedure details: To a solution of ethyl 3-cyclohexyl-1-ethoxycarbonylmethyl-1H-pyrrolo[2,3-b]pyridine-6-carboxylate (463 mg, 1.34 mmol) in carbon tetrachloride (10 ml) was added N-bromosuccinimide (287 mg, 1.61 mmol), and the mixture was heated under reflux for 4 hr. The mixture was allowed to cool to room temperature and the solvent was evaporated under reduced pressure. The residue was purified by silica gel chromatography (hexane:ethyl acetate-5:1) to give ethyl 2-bromo-3-cyclohexyl-1-ethoxycarbonylmethyl-1H-... As a reaction SMILES: [CH:1]1([C:7]2[C:15]3[C:10](=[N:11][C:12]([C:16]([O:18][CH2:19][CH3:20])=[O:17])=[CH:13][CH:14]=3)[N:9]([CH2:21][C:22]([O:24][CH2:25][CH3:26])=[O:23])[CH:8]=2)[CH2:6][CH2:5][CH2:4][CH2:3][CH2:2]1.[Br:27]N1C(=O)CCC1=O>C(Cl)(Cl)(Cl)Cl>[Br:27][C:8]1[N:9]([CH2:21][C:22]([O:24][CH2:25][CH3:26])=[O:23])[C:10]2=[N:11][C:12]([C:16]([O:18][CH2:19][CH3:20])=[O:17])=[CH:13][CH:14]=[C:15]2[C:7]=1[CH:1]1[CH2:2][CH2:3][CH2:4][CH2:5][CH2:6]1. The solvent is C(Cl)(Cl)(Cl)Cl (carbon tetrachloride). Starting materials: C1(CCCCC1)C1=CN(C2=NC(=CC=C21)C(=O)OCC)CC(=O)OCC (ethyl 3-cyclohexyl-1-ethoxycarbonylmethyl-1H-pyrrolo[2,3-b]pyridine-6-carboxylate), BrN1C(CCC1=O)=O (N-bromosuccinimide). Reactants: P(=O)([O-])([O-])[O-].[K+].[K+].[K+] (potassium phosphate), CN1CC2=C(NC=3C=CC(=CC23)C)CC1 (2,3,4,5-Tetrahydro-2,8-dimethyl-1H-pyrido[4,3-b]indole), BrC=C(C)C=1C=C(C(=O)NC)C=CC1 (3-(1-Bromoprop-1-en-2-yl)-N-methylbenzamide), N1[C@H](C(=O)O)CCC1 (L-proline). Reagents/catalysts: [Cu]I (copper (I) iodide). Run in CN(C)C=O (DMF). Reaction conditions: temperature 85 celsius, time 8 hour. Yields the product CN1CC2=C(N(C=3C=CC(=CC23)C)C2(C(=O)NC)CC=CC=C2)CC1 (1-(2,8-dimethyl-3,4-dihydro-1H-pyrido[4,3-b]indol-5(2H)-yl)-N-methylbenzamide). As a reaction SMILES: BrC=C([C:5]1[CH:6]=[C:7]([CH:12]=[CH:13][CH:14]=1)[C:8]([NH:10][CH3:11])=[O:9])C.P([O-])([O-])([O-])=O.[K+].[K+].[K+].N1CCC[C@H]1C(O)=O.[CH3:31][N:32]1[CH2:45][CH2:44][C:35]2[NH:36][C:37]3[CH:38]=[CH:39][C:40]([CH3:43])=[CH:41][C:42]=3[C:34]=2[CH2:33]1>CN(C=O)C.[Cu]I>[CH3:31][N:32]1[CH2:45][CH2:44][C:35]2[N:36]([C:7]3([CH:6]=[CH:5][CH:14]=[CH:13][CH2:12]3)[C:8]([NH:10][CH3:11])=[O:9])[C:37]3[CH:38]=[CH:39][C:40]([CH3:43])=[CH:41][C:42]=3[C:34]=2[CH2:33]1 |f:1.2.3.4|. Procedure: 3-(1-Bromoprop-1-en-2-yl)-N-methylbenzamide (202 mg, 0.8 mmol) was dissolved in DMF (5 mL) and potassium phosphate (424 mg, 2 mmol) was added followed by copper (I) iodide (19 mg, 0.1 mmol) and L-proline (23 mg, 0.2 mmol). 2,3,4,5-Tetrahydro-2,8-dimethyl-1H-pyrido[4,3-b]indole (200 mg, 1 mmol) was added and the mixture purged with nitrogen for 2 min. The reaction mixture was stirred at 85° C. overnight. Water was added and the solid mass was filtered under vacuum. The crude product was purified ... Starting materials: [Na][Na] (disodium), O.OCCN(CCO)CP(O)(O)=O ([bis(2hydroxyethyl)amino]methylphosphonic acid monohydrate), solution, [OH-].[Na+] (sodium hydroxide). The solvent is O (water). Product: P(=O)(O)(O)CN(CC(=O)O)CC(=O)O (N-phosphonomethyliminodiacetic acid), P(=O)(O)(O)CNCC(=O)O (N-phosphonomethylglycine), NCP(O)(O)=O (aminomethylphosphonic acid). Yield: 10.2%. RXN SMILES: [Na][Na].[OH2:3].[OH:4][CH2:5][CH2:6][N:7]([CH2:11][P:12](=[O:15])([OH:14])[OH:13])[CH2:8][CH2:9][OH:10].[OH-:16].[Na+]>O>[P:12]([CH2:11][N:7]([CH2:6][C:5]([OH:16])=[O:4])[CH2:8][C:9]([OH:3])=[O:10])([OH:14])([OH:13])=[O:15].[P:12]([CH2:11][NH:7][CH2:8][C:9]([OH:3])=[O:10])([OH:13])([OH:14])=[O:15].[NH2:7][CH2:11][P:12](=[O:13])([OH:15])[OH:14] |f:1.2,3.4|. Procedure details: The disodium salt of [bis(2hydroxyethyl)amino]methylphosphonic acid monohydrate (10.0 g, 0.04 mol) was reacted in a 40% solution of sodium hydroxide (6.4 g, 0.16 mol) and water (10.0 g) at 270° C. for 130 minutes. The product mixture gave N-phosphonomethyliminodiacetic acid (2.76 g, 33.2%), N-phosphonomethylglycine (2.68 g, 51.2%) and aminomethylphosphonic acid (0.56 g, 10.2%). The reactants are CC1CCNCCN1C(=O)c1ccccc1-n1nccn1, Cc1csc2nc(N3CCC(C)N(C(=O)c4ccccc4-n4nccn4)CC3)ncc12, Clc1ncc2c(n1)CCC2. Yields the product CC1CCN(c2ncc3c(n2)CCC3)CCN1C(=O)c1ccccc1-n1nccn1. Reaction SMILES: [CH3:11][CH:12]1[CH2:13][CH2:14][NH:15][CH2:16][CH2:17][N:18]1[C:19]([c:20]1[c:21](-[n:26]2[n:27][cH:28][cH:29][n:30]2)[cH:22][cH:23][cH:24][cH:25]1)=[O:31].[CH3:32][c:33]1[c:34]2[cH:35][n:36][c:37]([N:38]3[CH2:39][CH2:40][CH:41]([CH3:42])[N:43]([C:44](=[O:45])[c:46]4[cH:47][cH:48][cH:49][cH:50][c:51]4-[n:52]4[n:53][cH:54][cH:55][n:56]4)[CH2:57][CH2:58]3)[n:59][c:60]2[s:61][cH:62]1.[Cl:1][c:2]1[n:3][cH:4][c:5]2[c:6]([n:7]1)[CH2:8][CH2:9][CH2:10]2>>[c:2]1([N:15]2[CH2:14][CH2:13][CH:12]([CH3:11])[N:18]([C:19]([c:20]3[c:21](-[n:26]4[n:27][cH:28][cH:29][n:30]4)[cH:22][cH:23][cH:24][cH:25]3)=[O:31])[CH2:17][CH2:16]2)[n:3][cH:4][c:5]2[c:6]([n:7]1)[CH2:8][CH2:9][CH2:10]2. Starting materials: COCCNc1nc(C(F)(F)F)ccc1C=CC(=O)O, Cl, CS(=O)(=O)Nc1c(F)cc(CN)cc1F. The product is COCCNc1nc(C(F)(F)F)ccc1C=CC(=O)NCc1cc(F)c(NS(C)(=O)=O)c(F)c1. As a reaction SMILES: [CH3:17][O:18][CH2:19][CH2:20][NH:21][c:22]1[n:23][c:24]([C:33]([F:34])([F:35])[F:36])[cH:25][cH:26][c:27]1[CH:28]=[CH:29][C:30](=[O:31])[OH:32].[ClH:16].[NH2:1][CH2:2][c:3]1[cH:4][c:5]([F:15])[c:6]([NH:10][S:11](=[O:12])(=[O:13])[CH3:14])[c:7]([F:9])[cH:8]1>>[NH:1]([CH2:2][c:3]1[cH:4][c:5]([F:15])[c:6]([NH:10][S:11](=[O:12])(=[O:13])[CH3:14])[c:7]([F:9])[cH:8]1)[C:30]([CH:29]=[CH:28][c:27]1[c:22]([NH:21][CH2:20][CH2:19][O:18][CH3:17])[n:23][c:24]([C:33]([F:34])([F:35])[F:36])[cH:25][cH:26]1)=[O:31]. Starting materials: C(CCC)C=1C(=NC=NC1C1=CC=CC=C1)C (5-butyl-4-methyl-6-phenyl-pyrimidine), BrBr (Br2). Run in CC(=O)O (AcOH). Yields the product BrCC1=NC=NC(=C1CCCC)C1=CC=CC=C1 (4-bromomethyl-5-butyl-6-phenyl-pyrimidine). RXN SMILES: [CH2:1]([C:5]1[C:6]([CH3:17])=[N:7][CH:8]=[N:9][C:10]=1[C:11]1[CH:16]=[CH:15][CH:14]=[CH:13][CH:12]=1)[CH2:2][CH2:3][CH3:4].[Br:18]Br>CC(O)=O>[Br:18][CH2:17][C:6]1[C:5]([CH2:1][CH2:2][CH2:3][CH3:4])=[C:10]([C:11]2[CH:16]=[CH:15][CH:14]=[CH:13][CH:12]=2)[N:9]=[CH:8][N:7]=1. Procedure details: A solution of 5-butyl-4-methyl-6-phenyl-pyrimidine (320 mg, 1.14 mmol) and Br2 (0.08 ml, 1.48 mmol) in AcOH (2 mL) is stirred at 80° C. for 2 hours. After cooling, the solution is concentrated. The residue is then partitioned between Et2O and half saturated aqueous NaHCO3. The layers are separated, and the aqueous layer is reextracted once with Et2O. The combined extracts are dried over Na2SO4 and concentrated. The residue is purified by flash chromatography on silica gel. Elution with 3:1 hexan...